From a dataset of the Open Reaction Database (ORD), a public repository of structured organic reaction records. describe an organic reaction: reactants, conditions, products, and yield Reactants: CCOC(=O)C=C1CCOCC1, CO, [H][H]. The product is CCOC(=O)CC1CCOCC1. As a reaction SMILES: [CH2:1]([CH3:2])[O:3][C:4]([CH:5]=[C:6]1[CH2:7][CH2:8][O:9][CH2:10][CH2:11]1)=[O:12].[CH3:15][OH:16].[H:13][H:14]>>[CH2:1]([CH3:2])[O:3][C:4]([CH2:5][CH:6]1[CH2:7][CH2:8][O:9][CH2:10][CH2:11]1)=[O:12].